This data is from the Open Reaction Database (ORD), a public repository of structured organic reaction records. The task is: describe an organic reaction: reactants, conditions, products, and yield Reactants: ClC=1C(=CC=2C(=NC=3N(C=C(C(C3C2)=O)C(=O)O)C(C)(C)C)C1)F (8-chloro-7-fluoro-4-oxo-1-tert.-butyl-1,4-dihydro-benzo[b][1,8]naphthyridine-3-carboxylic acid), N1CCNCC1 (piperazine). Run in N1=CC=CC=C1 (pyridine). The product is FC1=CC=2C(=NC=3N(C=C(C(C3C2)=O)C(=O)O)C(C)(C)C)C=C1N1CCNCC1 (7-fluoro-4-oxo-8-(1-piperazinyl)-1-tert.-butyl-1,4-dihydro-benzo[b][1,8]naphthyridine-3-carboxylic acid). Isolated yield 64.4%. RXN SMILES: Cl[C:2]1[C:3]([F:24])=[CH:4][C:5]2[C:6]([CH:23]=1)=[N:7][C:8]1[N:9]([C:19]([CH3:22])([CH3:21])[CH3:20])[CH:10]=[C:11]([C:16]([OH:18])=[O:17])[C:12](=[O:15])[C:13]=1[CH:14]=2.[NH:25]1[CH2:30][CH2:29][NH:28][CH2:27][CH2:26]1>N1C=CC=CC=1>[F:24][C:3]1[C:2]([N:25]2[CH2:30][CH2:29][NH:28][CH2:27][CH2:26]2)=[CH:23][C:6]2=[N:7][C:8]3[N:9]([C:19]([CH3:20])([CH3:21])[CH3:22])[CH:10]=[C:11]([C:16]([OH:18])=[O:17])[C:12](=[O:15])[C:13]=3[CH:14]=[C:5]2[CH:4]=1. Procedure: 7-Fluoro-4-oxo-8-(1-piperazinyl)-1-tert.-butyl-1,4-dihydro-benzo[b][1,8]naphthyridine-3-carboxylic acid is prepared under the conditions of Reference Example 5 but starting from 1.7 g of 8-chloro-7-fluoro-4-oxo-1-tert.-butyl-1,4-dihydro-benzo[b][1,8]naphthyridine-3-carboxylic acid and 4.3 g of piperazine in 20 cm3 of pyridine. The pure product is obtained after a single recrystallization from 20 cm3 of dimethylformamide. 1.25 g of 7-fluoro-4-oxo-8-(1-piperazinyl)-1-tert.-butyl-1,4-dihydro-benzo[... Reactants: C(C)N1N=CC(=C1O)C(C1=C(C(=C(C=C1)S(=O)(=O)C)NCCCO)Cl)=O (1-ethyl-4-(2-chloro-3-(3-hydroxypropylamino)-4-methylsulfonylbenzoyl)-5-hydroxypyrazole), C=O (formalin). The solvent is ClCCl (dichloromethane), C(C)OCC (diethyl ether). Conditions: time 40 hour. Product: C(C)N1N=CC(=C1O)C(C1=C(C(=C(C=C1)S(=O)(=O)C)N1COCCC1)Cl)=O (1-Ethyl-4-(2-chloro-3-(tetrahydro-1.3-oxazin-3-yl)-4-methylsulfonylbenzoyl)-5-hydroxypyrazole). RXN SMILES: [CH2:1]([N:3]1[C:7]([OH:8])=[C:6]([C:9](=[O:26])[C:10]2[CH:15]=[CH:14][C:13]([S:16]([CH3:19])(=[O:18])=[O:17])=[C:12]([NH:20][CH2:21][CH2:22][CH2:23][OH:24])[C:11]=2[Cl:25])[CH:5]=[N:4]1)[CH3:2].[CH2:27]=O>ClCCl.C(OCC)C>[CH2:1]([N:3]1[C:7]([OH:8])=[C:6]([C:9](=[O:26])[C:10]2[CH:15]=[CH:14][C:13]([S:16]([CH3:19])(=[O:17])=[O:18])=[C:12]([N:20]3[CH2:21][CH2:22][CH2:23][O:24][CH2:27]3)[C:11]=2[Cl:25])[CH:5]=[N:4]1)[CH3:2]. Procedure details: A solution of 350 mg (0.87 mmol) of 1-ethyl-4-(2-chloro-3-(3-hydroxypropylamino)-4-methylsulfonylbenzoyl)-5-hydroxypyrazole in 1 mL of dichloromethane was diluted with 10 mL of diethyl ether and treated with 0.10 mL (1.3 mmol) of formalin. After stirring for 40 hours at ambient temperature, the reaction mixture contained a white precipitate and approximately one third of the starting material remained according to HPLC analysis. The solution was decanted and the solids remaining were dissolved i... Reactants: ClC=1C=C(C=CC1C1CCCCC1)C(CC(=O)N)C (3-(3-chloro-4-cyclohexyl-phenyl)-butyramide), C[Mg]Br (methyl-magnesium bromide). The product is ClC=1C=C(C=CC1C1CCCCC1)C(CC(C)=O)C (4-(3-Chloro-4-cyclohexyl-phenyl)-2-pentanone). Yield: 74.0%. As a reaction SMILES: [Cl:1][C:2]1[CH:3]=[C:4]([CH:14]([CH3:19])[CH2:15][C:16](N)=[O:17])[CH:5]=[CH:6][C:7]=1[CH:8]1[CH2:13][CH2:12][CH2:11][CH2:10][CH2:9]1.[CH3:20][Mg]Br>>[Cl:1][C:2]1[CH:3]=[C:4]([CH:14]([CH3:19])[CH2:15][C:16](=[O:17])[CH3:20])[CH:5]=[CH:6][C:7]=1[CH:8]1[CH2:13][CH2:12][CH2:11][CH2:10][CH2:9]1. Procedure details: 4-(3-Chloro-4-cyclohexyl-phenyl)-2-pentanone was prepared analogous to Example 61 from 3-(3-chloro-4-cyclohexyl-phenyl)-butyramide and methyl-magnesium bromide with a yield of 74% of theory. The colorless, highly viscous oil had a b.p. of 153°-156°C at 0.1 mm Hg. Reactants: COC(=O)Cl, CCN(C(C)C)C(C)C, ClCCl, Cl, COC(=O)C1CCNC(c2ccc(C(F)(F)F)nc2)C1. Product: COC(=O)C1CCN(C(=O)OC)C(c2ccc(C(F)(F)F)nc2)C1. Reaction SMILES: [C:31]([O:32][CH3:33])(=[O:34])[Cl:35].[CH:22]([N:23]([CH2:24][CH3:25])[CH:26]([CH3:27])[CH3:28])([CH3:29])[CH3:30].[Cl:36][CH2:37][Cl:38].[ClH:1].[F:2][C:3]([c:4]1[cH:5][cH:6][c:7]([CH:10]2[NH:11][CH2:12][CH2:13][CH:14]([C:16](=[O:17])[O:18][CH3:19])[CH2:15]2)[cH:8][n:9]1)([F:20])[F:21]>>[F:2][C:3]([c:4]1[cH:5][cH:6][c:7]([CH:10]2[N:11]([C:31]([O:32][CH3:33])=[O:34])[CH2:12][CH2:13][CH:14]([C:16](=[O:17])[O:18][CH3:19])[CH2:15]2)[cH:8][n:9]1)([F:20])[F:21]. Starting materials: COC1=NC=CC2=CC=C(C=C12)C(F)(F)F (1-Methoxy-7-(trifluoromethyl)isoquinoline), P(=O)(Cl)(Cl)Cl (phosphorus oxychloride). Product: ClC1=NC=CC2=CC=C(C=C12)C(F)(F)F (1-Chloro-7-(trifluoromethyl)isoquinoline). Reaction SMILES: CO[C:3]1[C:12]2[C:7](=[CH:8][CH:9]=[C:10]([C:13]([F:16])([F:15])[F:14])[CH:11]=2)[CH:6]=[CH:5][N:4]=1.P(Cl)(Cl)([Cl:19])=O>>[Cl:19][C:3]1[C:12]2[C:7](=[CH:8][CH:9]=[C:10]([C:13]([F:16])([F:15])[F:14])[CH:11]=2)[CH:6]=[CH:5][N:4]=1. Reported procedure: A solution of 1-Methoxy-7-(trifluoromethyl)isoquinoline (50 mg, 0.22 mmol) from above step B in phosphorus oxychloride (1 mL) was heated at 150° C. for 18 h. Phosphorus oxychloride was removed under vacuum and the residue was purified by silica column chromatography to give the title compound.